Task: describe an organic reaction: reactants, conditions, products, and yield. Dataset: the Open Reaction Database (ORD), a public repository of structured organic reaction records Reactants: C(=O)(C(F)(F)F)O (TFA), N1=C(NC2=C1C=CC=C2)CNC(=O)C=2C=CC1=C(CN(C(C(N1)CC(=O)OC)=O)CCC1=CC=CC=C1)C2 (methyl (±)-7-[[[(2-benzimidazolyl)methyl]amino]carbonyl]-3-oxo-4-(2-phenylethyl)-2,3,4,5-tetrahydro-1H-1,4-benzodiazepine-2-acetate), [Li+].[OH-] (LiOH), C1CCOC1 (THF). Solvent: O (H2O). Reaction conditions: temperature 42.5 celsius, time 20 minute. The product is N1=C(NC2=C1C=CC=C2)CNC(=O)C=2C=CC1=C(CN(C(C(N1)CC(=O)O)=O)CCC1=CC=CC=C1)C2 ((±)-7-[[[(2-Benzimidazolyl)methyl]amino]carbonyl]-3-oxo-4-(2-phenylethyl)-2,3,4,5-tetrahydro-1H-1,4-benzodiazepine-2-acetic acid). The yield is 85.2%. Reaction SMILES: [N:1]1[C:5]2[CH:6]=[CH:7][CH:8]=[CH:9][C:4]=2[NH:3][C:2]=1[CH2:10][NH:11][C:12]([C:14]1[CH:15]=[CH:16][C:17]2[NH:23][CH:22]([CH2:24][C:25]([O:27]C)=[O:26])[C:21](=[O:29])[N:20]([CH2:30][CH2:31][C:32]3[CH:37]=[CH:36][CH:35]=[CH:34][CH:33]=3)[CH2:19][C:18]=2[CH:38]=1)=[O:13].[Li+].[OH-].C1COCC1.C(O)(C(F)(F)F)=O>O>[N:1]1[C:5]2[CH:6]=[CH:7][CH:8]=[CH:9][C:4]=2[NH:3][C:2]=1[CH2:10][NH:11][C:12]([C:14]1[CH:15]=[CH:16][C:17]2[NH:23][CH:22]([CH2:24][C:25]([OH:27])=[O:26])[C:21](=[O:29])[N:20]([CH2:30][CH2:31][C:32]3[CH:37]=[CH:36][CH:35]=[CH:34][CH:33]=3)[CH2:19][C:18]=2[CH:38]=1)=[O:13] |f:1.2|. Procedure: A mixture of methyl (±)-7-[[[(2-benzimidazolyl)methyl]amino]carbonyl]-3-oxo-4-(2-phenylethyl)-2,3,4,5-tetrahydro-1H-1,4-benzodiazepine-2-acetate (413.1 mg, 0.81 mmol), 1.0 N LiOH (0.97 mL, 0.97 mmol), THF (4 mL), and H2O (3 mL) was stirred at 40-45° C. for 20 min, and the resulting solution was stirred at RT for 17 h. Acidification with TFA (0.19 mL, 2.4 mmol) and concentration left an off-white solid. Recrystallization from CH3CN/H2O gave the title compound (343.2 mg, 69%) as a colorless powder... Reaction SMILES: [CH3:1][C:2]([CH3:3])([O:4][C:5](=[O:6])[NH:7][CH:8]([CH:9]([OH:10])[CH3:11])[C:12](=[O:13])[OH:14])[CH3:15].[CH3:28][N:29]([CH3:30])[CH:31]=[O:32].[F:18][c:19]1[c:20]([N+:25](=[O:26])[O-:27])[cH:21][cH:22][cH:23][cH:24]1.[H-:16].[Na+:17]>>[CH3:1][C:2]([CH3:3])([O:4][C:5](=[O:6])[NH:7][CH:8]([CH:9]([O:10][c:19]1[c:20]([N+:25](=[O:26])[O-:27])[cH:21][cH:22][cH:23][cH:24]1)[CH3:11])[C:12](=[O:13])[OH:14])[CH3:15]. Reactants: CC(O)C(NC(=O)OC(C)(C)C)C(=O)O, CN(C)C=O, O=[N+]([O-])c1ccccc1F, [H-], [Na+]. The product is CC(Oc1ccccc1[N+](=O)[O-])C(NC(=O)OC(C)(C)C)C(=O)O.